This data is from the Open Reaction Database (ORD), a public repository of structured organic reaction records. The task is: describe an organic reaction: reactants, conditions, products, and yield Reactants: [Na] (sodium), ( C ), ( C ), C(=C)C1=CC=NC=C1 (4-vinylpyridine), C(=C)C1=C(C=CC=C1)C=C (divinylbenzene), C(C1=CC=CC=C1)(=O)OOC(C1=CC=CC=C1)=O (dibenzoylperoxide), [OH-].[Na+] (NaOH). Solvent: C(C)O (ethanol). Product: C(=C)C1=CC=NC=C1.C(=C)C1=C(C=CC=C1)C=C (4-vinylpyridine divinylbenzene), ( C ). RXN SMILES: [OH-].[Na+].[Na].[CH:4]([C:6]1[CH:11]=[CH:10][N:9]=[CH:8][CH:7]=1)=[CH2:5].[CH:12]([C:14]1[CH:19]=[CH:18][CH:17]=[CH:16][C:15]=1[CH:20]=[CH2:21])=[CH2:13].C(OOC(=O)C1C=CC=CC=1)(=O)C1C=CC=CC=1>C(O)C>[CH:4]([C:6]1[CH:11]=[CH:10][N:9]=[CH:8][CH:7]=1)=[CH2:5].[CH:12]([C:14]1[CH:19]=[CH:18][CH:17]=[CH:16][C:15]=1[CH:20]=[CH2:21])=[CH2:13] |f:0.1,7.8,^1:2|. Reported procedure: One of the membranes thus obtained (C) was treated with an aqueous ethanol solution of NaOH to convert the --SO3H groups to their sodium salt form. The membrane (C) was then spread on one side with a mixture of the following molar composition: 90% of 4-vinylpyridine, 10% of divinylbenzene and 1% (by moles with respect to the total moles of monomers) dibenzoylperoxide and then was heated in a reactor at 80° C. for 3 hours to effect copolymerization to finally obtain an 0.05 mm thick 4-vinylpyridi... The reactants are CC(C)(C)OC(=O)Nc1cc(OC(C)(C)C)c(I)cc1[N+](=O)[O-], C#Cc1ccc(F)cc1. Product: CC(C)(C)OC(=O)Nc1cc(OC(C)(C)C)c(C#Cc2ccc(F)cc2)cc1[N+](=O)[O-]. RXN SMILES: [C:1]([CH3:2])([CH3:3])([CH3:4])[O:5][C:6]([NH:7][c:8]1[c:9]([N+:20](=[O:21])[O-:22])[cH:10][c:11]([I:19])[c:12]([O:14][C:15]([CH3:16])([CH3:17])[CH3:18])[cH:13]1)=[O:23].[F:24][c:25]1[cH:26][cH:27][c:28]([C:31]#[CH:32])[cH:29][cH:30]1>>[C:1]([CH3:2])([CH3:3])([CH3:4])[O:5][C:6]([NH:7][c:8]1[c:9]([N+:20](=[O:21])[O-:22])[cH:10][c:11]([C:32]#[C:31][c:28]2[cH:27][cH:26][c:25]([F:24])[cH:30][cH:29]2)[c:12]([O:14][C:15]([CH3:16])([CH3:17])[CH3:18])[cH:13]1)=[O:23]. Reaction SMILES: [CH3:9][NH:10][CH3:11].[ClH:12].[K:13][C:14]#[N:15].[OH2:16].[n:1]1[c:2]([CH:7]=[O:8])[cH:3][cH:4][cH:5][cH:6]1>>[n:1]1[c:2]([CH:7]([N:10]([CH3:9])[CH3:11])[C:14]#[N:15])[cH:3][cH:4][cH:5][cH:6]1. Yields the product CN(C)C(C#N)c1ccccn1. The reactants are CNC, Cl, N#C[K], O, O=Cc1ccccn1. The reactants are C1(\C=C/C(=O)O1)=O (maleic anhydride), S(O)(O)(=O)=O (sulfuric acid), C1(=CC=CC=C1)C (toluene), polyol, polyol, N(CCO)CCO (diethanolamine), II (iodine), 50, hydroxyl. Yields the product [N-]=C=O.[N-]=C=O.C1(=CC=CC=C1)CC1=CC=CC=C1 (diphenylmethane diisocyanate). RXN SMILES: [NH:1]([CH2:5][CH2:6]O)CCO.II.[C:10]1(=[O:16])O[C:13](=O)[CH:12]=[CH:11]1.S(=O)(=O)(O)O.[C:22]1([CH3:28])[CH:27]=[CH:26][CH:25]=[CH:24][CH:23]=1>>[N-:1]=[C:10]=[O:16].[N-:1]=[C:10]=[O:16].[C:22]1([CH2:28][C:6]2[CH:5]=[CH:13][CH:12]=[CH:11][CH:10]=2)[CH:27]=[CH:26][CH:25]=[CH:24][CH:23]=1 |f:5.6.7|. Procedure details: The above amounts of diethanolamine and iodine were added to the above amount of soybean oil with stirring. The mixture was stirred for 22 hours at a temperature between about 180° F. and about 225° F. Then, the above amounts of maleic anhydride, toluene and sulfuric acid were added with stirring. The mixture was refluxed for 6 hours using a Dean-Stark distilling trap, then distilled out of solvent to give a liquid soybean oil based polyol with a hydroxyl number of 50. A reaction mixture of abou... The reactants are C(CC1=CC=CC=C1)N (phenethylamine), ClC=1C2=C(N=C(N1)C1=NC=CN=C1)SC(=C2)[N+](=O)[O-] (4-chloro-2-(pyrazin-2-yl)-6-nitro-thieno-[2,3-d]-pyrimidine). Product: N1=C(C=NC=C1)C=1N=C(C2=C(N1)SC(=C2)[N+](=O)[O-])NCCC2=CC=CC=C2 (2-(pyrazin-2-yl)-4-phenethylamino-6-nitro-thieno-[2,3-d]-pyrimidine). Reaction SMILES: [CH2:1]([NH2:9])[CH2:2][C:3]1[CH:8]=[CH:7][CH:6]=[CH:5][CH:4]=1.Cl[C:11]1[C:12]2[CH:25]=[C:24]([N+:26]([O-:28])=[O:27])[S:23][C:13]=2[N:14]=[C:15]([C:17]2[CH:22]=[N:21][CH:20]=[CH:19][N:18]=2)[N:16]=1>>[N:18]1[CH:19]=[CH:20][N:21]=[CH:22][C:17]=1[C:15]1[N:16]=[C:11]([NH:9][CH2:1][CH2:2][C:3]2[CH:8]=[CH:7][CH:6]=[CH:5][CH:4]=2)[C:12]2[CH:25]=[C:24]([N+:26]([O-:28])=[O:27])[S:23][C:13]=2[N:14]=1. Reported procedure: With the procedure of Example 1, the reaction of phenethylamine with 4-chloro-2-(pyrazin-2-yl)-6-nitro-thieno-[2,3-d]-pyrimidine yields 2-(pyrazin-2-yl)-4-phenethylamino-6-nitro-thieno-[2,3-d]-pyrimidine. RXN SMILES: [CH2:27]([Cl:28])[Cl:29].[CH3:2][S:3](=[O:4])(=[O:5])[OH:6].[CH3:30][N:31]([CH3:32])[c:33]1[cH:34][cH:35][n:36][cH:37][cH:38]1.[Cl-:1].[NH2:7][c:8]1[cH:9][cH:10][c:11]([C:14]23[C:15](=[O:25])[N:16]([CH2:22][CH2:23][CH3:24])[C:17](=[O:21])[CH:18]([CH2:19]2)[CH2:20]3)[cH:12][cH:13]1.[OH2:26].[cH:39]1[cH:40][cH:41][n:42][cH:43][cH:44]1>>[CH3:2][S:3](=[O:4])(=[O:6])[NH:7][c:8]1[cH:9][cH:10][c:11]([C:14]23[C:15](=[O:25])[N:16]([CH2:22][CH2:23][CH3:24])[C:17](=[O:21])[CH:18]([CH2:19]2)[CH2:20]3)[cH:12][cH:13]1. Reactants: ClCCl, CS(=O)(=O)O, CN(C)c1ccncc1, [Cl-], CCCN1C(=O)C2CC(c3ccc(N)cc3)(C2)C1=O, O, c1ccncc1. Yields the product CCCN1C(=O)C2CC(c3ccc(NS(C)(=O)=O)cc3)(C2)C1=O. The product is FC1(c2ccccc2Cl)CCNCC1. RXN SMILES: [CH3:1][Si:2]([CH3:3])([CH3:4])[Cl:5].[CH3:35][CH2:36][O:37][C:38](=[O:39])[CH3:40].[CH3:8][C:9]#[N:10].[Cl:11][c:12]1[c:13]([C:18]2([F:34])[CH2:19][CH2:20][N:21]([C:24]([O:25][CH2:26][c:27]3[cH:28][cH:29][cH:30][cH:31][cH:32]3)=[O:33])[CH2:22][CH2:23]2)[cH:14][cH:15][cH:16][cH:17]1.[I-:7].[Na+:6]>>[Cl:11][c:12]1[c:13]([C:18]2([F:34])[CH2:19][CH2:20][NH:21][CH2:22][CH2:23]2)[cH:14][cH:15][cH:16][cH:17]1. The reactants are C[Si](C)(C)Cl, CCOC(C)=O, CC#N, O=C(OCc1ccccc1)N1CCC(F)(c2ccccc2Cl)CC1, [I-], [Na+]. Starting materials: O1C(CCCC1)ONC(=O)[C@@H](C\C=C\C1=CC=CC=C1)[C@H](C(=O)NNCC(C)C)CC(C)C ((E)-2(R)-[1(S)-[(tetrahydro-2(RS) -pyranyloxy)carbamoyl]-4-phenyl-3-butenyl]-2′-isobutyl-4-methylvalerohydrazide), [N+](=O)([O-])C1=C(C=CC=C1)CS(=O)(=O)Cl (2-nitro-α-toluenesulphonyl chloride), N1=CC=CC=C1 (pyridine). The solvent is ClCCl (dichloromethane). Reaction conditions: time 2 hour. The product is O1C(CCCC1)ONC(=O)[C@@H](C\C=C\C1=CC=CC=C1)[C@H](C(=O)NN(S(=O)(=O)CC1=C(C=CC=C1)[N+](=O)[O-])CC(C)C)CC(C)C ((E)-2(R)-[1(S)-[(tetrahydro-2(RS)-pyranyloxy)carbamoyl]-4-phenyl-3-butenyl]-2′-isobutyl-4-methyl-2′-(2-nitrobenzylsulphonyl)valerohydrazide). Yield: 109.1%. As a reaction SMILES: [O:1]1[CH2:6][CH2:5][CH2:4][CH2:3][CH:2]1[O:7][NH:8][C:9]([C@H:11]([C@@H:21]([CH2:30][CH:31]([CH3:33])[CH3:32])[C:22]([NH:24][NH:25][CH2:26][CH:27]([CH3:29])[CH3:28])=[O:23])[CH2:12]/[CH:13]=[CH:14]/[C:15]1[CH:20]=[CH:19][CH:18]=[CH:17][CH:16]=1)=[O:10].[N+:34]([C:37]1[CH:42]=[CH:41][CH:40]=[CH:39][C:38]=1[CH2:43][S:44](Cl)(=[O:46])=[O:45])([O-:36])=[O:35].N1C=CC=CC=1>ClCCl>[O:1]1[CH2:6][CH2:5][CH2:4][CH2:3][CH:2]1[O:7][NH:8][C:9]([C@H:11]([C@@H:21]([CH2:30][CH:31]([CH3:33])[CH3:32])[C:22]([NH:24][N:25]([CH2:26][CH:27]([CH3:28])[CH3:29])[S:44]([CH2:43][C:38]1[CH:39]=[CH:40][CH:41]=[CH:42][C:37]=1[N+:34]([O-:36])=[O:35])(=[O:45])=[O:46])=[O:23])[CH2:12]/[CH:13]=[CH:14]/[C:15]1[CH:20]=[CH:19][CH:18]=[CH:17][CH:16]=1)=[O:10]. Procedure details: A solution of 0.689 g of (E)-2(R)-[1(S)-[(tetrahydro-2(RS) -pyranyloxy)carbamoyl]-4-phenyl-3-butenyl]-2′-isobutyl-4-methylvalerohydrazide in 8 ml of dichloromethane was treated with 0.236 g of 2-nitro-α-toluenesulphonyl chloride and 0.152 ml of pyridine at room temperature and under a nitrogen atmosphere. The mixture was stirred for 2 hours and evaporated. The residue was dissolved in ethyl acetate and washed in sequence with water, 5% aqueous citric acid, water, 5% aqueous sodium hydrogen carbo...